This data is from the Open Reaction Database (ORD), a public repository of structured organic reaction records. The task is: describe an organic reaction: reactants, conditions, products, and yield Starting materials: CO, [H][H], O=[N+]([O-])c1cc(C(F)(F)F)ccc1NCCCO. RXN SMILES: [CH3:21][OH:22].[H:19][H:20].[N+:1]([O-:2])(=[O:3])[c:4]1[c:5]([NH:14][CH2:15][CH2:16][CH2:17][OH:18])[cH:6][cH:7][c:8]([C:10]([F:11])([F:12])[F:13])[cH:9]1>>[NH2:1][c:4]1[c:5]([NH:14][CH2:15][CH2:16][CH2:17][OH:18])[cH:6][cH:7][c:8]([C:10]([F:11])([F:12])[F:13])[cH:9]1. The product is Nc1cc(C(F)(F)F)ccc1NCCCO. Starting materials: C#CCN(C)C, COC(=O)COc1ccc(OCC=C(c2ccc(I)cc2)c2ccc(SC3CC3)cc2)cc1C, CC(C)NC(C)C, [Cu]I, C1CCOC1, Cl[Pd]Cl, c1ccc(P(c2ccccc2)c2ccccc2)cc1, c1ccc(P(c2ccccc2)c2ccccc2)cc1. Product: COC(=O)COc1ccc(OCC=C(c2ccc(C#CCN(C)C)cc2)c2ccc(SC3CC3)cc2)cc1C. RXN SMILES: [CH3:35][N:36]([CH3:37])[CH2:38][C:39]#[CH:40].[CH:1]1([S:4][c:5]2[cH:6][cH:7][c:8]([C:11](=[CH:12][CH2:13][O:14][c:15]3[cH:16][c:17]([CH3:27])[c:18]([O:19][CH2:20][C:21](=[O:22])[O:23][CH3:24])[cH:25][cH:26]3)[c:28]3[cH:29][cH:30][c:31]([I:34])[cH:32][cH:33]3)[cH:9][cH:10]2)[CH2:2][CH2:3]1.[CH:41]([NH:42][CH:43]([CH3:44])[CH3:45])([CH3:46])[CH3:47].[Cu:94][I:95].[O:48]1[CH2:49][CH2:50][CH2:51][CH2:52]1.[Pd:53]([Cl:54])[Cl:55].[c:56]1([P:57]([c:58]2[cH:59][cH:60][cH:61][cH:62][cH:63]2)[c:64]2[cH:65][cH:66][cH:67][cH:68][cH:69]2)[cH:70][cH:71][cH:72][cH:73][cH:74]1.[c:75]1([P:76]([c:77]2[cH:78][cH:79][cH:80][cH:81][cH:82]2)[c:83]2[cH:84][cH:85][cH:86][cH:87][cH:88]2)[cH:89][cH:90][cH:91][cH:92][cH:93]1>>[CH:1]1([S:4][c:5]2[cH:6][cH:7][c:8]([C:11](=[CH:12][CH2:13][O:14][c:15]3[cH:16][c:17]([CH3:27])[c:18]([O:19][CH2:20][C:21](=[O:22])[O:23][CH3:24])[cH:25][cH:26]3)[c:28]3[cH:29][cH:30][c:31]([C:40]#[C:39][CH2:38][N:36]([CH3:35])[CH3:37])[cH:32][cH:33]3)[cH:9][cH:10]2)[CH2:2][CH2:3]1.